Dataset: the Open Reaction Database (ORD), a public repository of structured organic reaction records. Task: describe an organic reaction: reactants, conditions, products, and yield Reactants: Cc1nc2ccc(Br)cc2c(-c2ccc(S(C)(=O)=O)cc2)c1C(=O)C(F)(F)F, C1CCNCC1. Yields the product Cc1nc2ccc(N3CCCCC3)cc2c(-c2ccc(S(C)(=O)=O)cc2)c1C(=O)C(F)(F)F. Reaction SMILES: [Br:1][c:2]1[cH:3][c:4]2[c:5](-[c:19]3[cH:20][cH:21][c:22]([S:25](=[O:26])(=[O:27])[CH3:28])[cH:23][cH:24]3)[c:6]([C:13]([C:14]([F:15])([F:16])[F:17])=[O:18])[c:7]([CH3:12])[n:8][c:9]2[cH:10][cH:11]1.[CH2:29]1[CH2:30][CH2:31][NH:32][CH2:33][CH2:34]1>>[c:2]1([N:32]2[CH2:31][CH2:30][CH2:29][CH2:34][CH2:33]2)[cH:3][c:4]2[c:5](-[c:19]3[cH:20][cH:21][c:22]([S:25](=[O:26])(=[O:27])[CH3:28])[cH:23][cH:24]3)[c:6]([C:13]([C:14]([F:15])([F:16])[F:17])=[O:18])[c:7]([CH3:12])[n:8][c:9]2[cH:10][cH:11]1. Starting materials: ClC=1C=CC(=C(C1)C1=CC(N(C=C1C(F)(F)F)C(C(=O)NC1=CC=C(C(=O)OC(C)(C)C)C=C1)C)=O)C#N (tert-Butyl 4-({2-[4-(5-chloro-2-cyanophenyl)-2-oxo-5-(trifluoromethyl)pyridin-1(2H)-yl]propanoyl}amino)benzoate), C(=O)(C(F)(F)F)O (TFA). Yields the product ClC=1C=CC(=C(C1)C1=CC(N(C=C1C(F)(F)F)C(C(=O)NC1=CC=C(C(=O)O)C=C1)C)=O)C#N (4-({2-[4-(5-Chloro-2-cyanophenyl)-2-oxo-5-(trifluoromethyl)pyridin-1(2H)-yl]propanoyl}amino)benzoic acid). RXN SMILES: [Cl:1][C:2]1[CH:3]=[CH:4][C:5]([C:37]#[N:38])=[C:6]([C:8]2[C:13]([C:14]([F:17])([F:16])[F:15])=[CH:12][N:11]([CH:18]([CH3:35])[C:19]([NH:21][C:22]3[CH:34]=[CH:33][C:25]([C:26]([O:28]C(C)(C)C)=[O:27])=[CH:24][CH:23]=3)=[O:20])[C:10](=[O:36])[CH:9]=2)[CH:7]=1.C(O)(C(F)(F)F)=O>>[Cl:1][C:2]1[CH:3]=[CH:4][C:5]([C:37]#[N:38])=[C:6]([C:8]2[C:13]([C:14]([F:17])([F:15])[F:16])=[CH:12][N:11]([CH:18]([CH3:35])[C:19]([NH:21][C:22]3[CH:23]=[CH:24][C:25]([C:26]([OH:28])=[O:27])=[CH:33][CH:34]=3)=[O:20])[C:10](=[O:36])[CH:9]=2)[CH:7]=1. Procedure details: 251 mg (purity 79%, 0.36 mmol) of tert-butyl 4-({2-[4-(5-chloro-2-cyanophenyl)-2-oxo-5-(trifluoromethyl)pyridin-1(2H)-yl]propanoyl}amino)benzoate (racemate) (Example 20.1E) were hydrolysed with TFA according to General Method 2. Yield: 35 mg (20% of theory) The reactants are CCOC(C)=O, CC(C)O, C(=NC1CCCCC1)=NC1CCCCC1, [Cl-]. Product: CC(C)OC(=NC1CCCCC1)NC1CCCCC1. RXN SMILES: [CH3:21][CH2:22][O:23][C:24](=[O:25])[CH3:26].[CH:17]([CH3:18])([CH3:19])[OH:20].[CH:1]1([N:7]=[C:8]=[N:9][CH:10]2[CH2:11][CH2:12][CH2:13][CH2:14][CH2:15]2)[CH2:2][CH2:3][CH2:4][CH2:5][CH2:6]1.[Cl-:16]>>[CH:1]1([N:7]=[C:8]([NH:9][CH:10]2[CH2:11][CH2:12][CH2:13][CH2:14][CH2:15]2)[O:20][CH:17]([CH3:18])[CH3:19])[CH2:2][CH2:3][CH2:4][CH2:5][CH2:6]1. As a reaction SMILES: [CH2:8]([CH:9]([NH:10][c:11]1[n:12][c:13]([N:23]2[CH2:24][CH:25]([NH:28][C:29](=[O:30])[NH:31][CH:32]3[CH2:33][NH:34][CH2:35][CH2:36]3)[CH2:26][CH2:27]2)[n:14][c:15]2[c:16]1[n:17][cH:18][n:19]2[CH:20]1[CH2:21][CH:22]([NH:37][C:38](=[O:39])[CH2:40][CH3:41])[CH:42]([OH:43])[CH:44]1[OH:45])[CH2:46][CH3:47])[CH3:48].[Cl:56][c:57]1[n:58][c:59]([NH:78][CH2:79][CH2:80][C:81]([CH3:82])([CH3:83])[CH3:84])[c:60]2[n:61][cH:62][n:63]([CH:66]3[CH:67]([OH:77])[CH:68]([OH:76])[CH:69]([NH:71][C:72]([CH2:73][CH3:74])=[O:75])[CH2:70]3)[c:64]2[n:65]1.[F:1][C:2]([C:3](=[O:4])[OH:5])([F:6])[F:7].[F:49][C:50]([F:51])([F:52])[C:53]([OH:54])=[O:55]>>[F:1][C:2]([C:3](=[O:4])[OH:5])([F:6])[F:7].[N:23]1([c:57]2[n:58][c:59]([NH:78][CH2:79][CH2:80][C:81]([CH3:82])([CH3:83])[CH3:84])[c:60]3[n:61][cH:62][n:63]([CH:66]4[CH:67]([OH:77])[CH:68]([OH:76])[CH:69]([NH:71][C:72]([CH2:73][CH3:74])=[O:75])[CH2:70]4)[c:64]3[n:65]2)[CH2:24][CH:25]([NH:28][C:29](=[O:30])[NH:31][CH:32]2[CH2:33][NH:34][CH2:35][CH2:36]2)[CH2:26][CH2:27]1. Yields the product O=C(O)C(F)(F)F, CCC(=O)NC1CC(n2cnc3c(NCCC(C)(C)C)nc(N4CCC(NC(=O)NC5CCNC5)C4)nc32)C(O)C1O. Starting materials: CCC(=O)NC1CC(n2cnc3c(NC(CC)CC)nc(N4CCC(NC(=O)NC5CCNC5)C4)nc32)C(O)C1O, CCC(=O)NC1CC(n2cnc3c(NCCC(C)(C)C)nc(Cl)nc32)C(O)C1O, O=C(O)C(F)(F)F, O=C(O)C(F)(F)F. The reactants are O=C1Nc2cccnc2N(C(=O)CN2CCN(CCCl)CC2)c2ccccc21, Cl, Cl, [NH4+], [OH-]. The product is NCCN1CCN(CC(=O)N2c3ccccc3C(=O)Nc3cccnc32)CC1. RXN SMILES: [Cl:3][CH2:4][CH2:5][N:6]1[CH2:7][CH2:8][N:9]([CH2:12][C:13](=[O:14])[N:15]2[c:16]3[c:17]([cH:27][cH:28][cH:29][n:30]3)[NH:18][C:19](=[O:26])[c:20]3[c:21]2[cH:22][cH:23][cH:24][cH:25]3)[CH2:10][CH2:11]1.[ClH:1].[ClH:2].[NH4+:32].[OH-:31]>>[CH2:4]([CH2:5][N:6]1[CH2:7][CH2:8][N:9]([CH2:12][C:13](=[O:14])[N:15]2[c:16]3[c:17]([cH:27][cH:28][cH:29][n:30]3)[NH:18][C:19](=[O:26])[c:20]3[c:21]2[cH:22][cH:23][cH:24][cH:25]3)[CH2:10][CH2:11]1)[NH2:32]. Starting materials: C(C)(=O)NCC1=C(C=CC(=C1)C(C)(C)C)O (2-acetamidomethyl-4-(1,1-dimethylethyl)-phenol), ClS(=O)(=O)O (chlorosulfonic acid), ice water. Run at time 15 minute. The product is C(C)(=O)NCC1=C(C(=CC(=C1)C(C)(C)C)S(=O)(=O)Cl)O (2-Acetamidomethyl-6-chlorosulfonyl-4-(1,1-dimethylethyl)-phenol). RXN SMILES: [C:1]([NH:4][CH2:5][C:6]1[CH:11]=[C:10]([C:12]([CH3:15])([CH3:14])[CH3:13])[CH:9]=[CH:8][C:7]=1[OH:16])(=[O:3])[CH3:2].[Cl:17][S:18](O)(=[O:20])=[O:19]>>[C:1]([NH:4][CH2:5][C:6]1[CH:11]=[C:10]([C:12]([CH3:15])([CH3:14])[CH3:13])[CH:9]=[C:8]([S:18]([Cl:17])(=[O:20])=[O:19])[C:7]=1[OH:16])(=[O:3])[CH3:2]. Procedure details: 15.5 g (0.059 mole) of 2-acetamidomethyl-4-(1,1-dimethylethyl)-phenol are introduced at room temperature into 100 ml of chlorosulfonic acid. Stirring is continued for a further 15 minutes and the solution is stirred into ice water. The precipitate is filtered off with suction and recrystallized from toluene. Starting materials: ClCCCC1(OCCO1)C1=C(C=C(C=C1)F)F (4-chloro-1-(2,4-difluorophenyl)-1,1-ethylenedioxybutane), O=C1NCN(C12CCNCC2)C2=CC=CC=C2 (4-oxo-1-phenyl-1,3,8-triazaspiro[4,5]decane), C([O-])([O-])=O.[K+].[K+] (potassium carbonate), CN(C=O)C (dimethylformamide). Run in O (water). Product: O=C1NCN(C12CCN(CC2)CCCC2(OCCO2)C2=C(C=C(C=C2)F)F)C2=CC=CC=C2 (4-(4-oxo-1-phenyl-1,3,8-triazaspiro[4,5]decan-8-yl)-1-(2,4-difluorophenyl)-1,1-ethylenedioxybutane). As a reaction SMILES: Cl[CH2:2][CH2:3][CH2:4][C:5]1([C:10]2[CH:15]=[CH:14][C:13]([F:16])=[CH:12][C:11]=2[F:17])[O:9][CH2:8][CH2:7][O:6]1.[O:18]=[C:19]1[C:23]2([CH2:28][CH2:27][NH:26][CH2:25][CH2:24]2)[N:22]([C:29]2[CH:34]=[CH:33][CH:32]=[CH:31][CH:30]=2)[CH2:21][NH:20]1.C(=O)([O-])[O-].[K+].[K+].CN(C)C=O>O>[O:18]=[C:19]1[C:23]2([CH2:24][CH2:25][N:26]([CH2:2][CH2:3][CH2:4][C:5]3([C:10]4[CH:15]=[CH:14][C:13]([F:16])=[CH:12][C:11]=4[F:17])[O:9][CH2:8][CH2:7][O:6]3)[CH2:27][CH2:28]2)[N:22]([C:29]2[CH:34]=[CH:33][CH:32]=[CH:31][CH:30]=2)[CH2:21][NH:20]1 |f:2.3.4|. Procedure details: A mixture of 4-chloro-1-(2,4-difluorophenyl)-1,1-ethylenedioxybutane (5.3 g), 4-oxo-1-phenyl-1,3,8-triazaspiro[4,5]decane (4.6 g), anhydrous potassium carbonate (0.1 g) and dimethylformamide (58 ml) was heated under refluxing for 2.5 hours. After cooling, the reaction mixture was poured into cold water (400 ml) with vigorous stirring, and the precipitate was collected and washed with water to yield 4-(4-oxo-1-phenyl-1,3,8-triazaspiro[4,5]decan-8-yl)-1-(2,4-difluorophenyl)-1,1-ethylenedioxybutane...